The task is: describe an organic reaction: reactants, conditions, products, and yield. This data is from the Open Reaction Database (ORD), a public repository of structured organic reaction records. Starting materials: C(C)OCC (Diethyl ether), SCCN1C=C2N(C(N(C(C2=C1C=1C=C(C#N)C=CC1)=O)C)=O)C (3-(6-(2-mercaptoethyl)-1,3-dimethyl-2,4-dioxo-2,3,4,6-tetrahydro-1H-pyrrolo[3,4-d]pyrimidin-5-yl)benzonitrile), [O-]S(=O)(=O)C(F)(F)F.[Bi+3].[O-]S(=O)(=O)C(F)(F)F.[O-]S(=O)(=O)C(F)(F)F (bismuth triflate), SCCN1C=C2N(C(N(C(C2=C1C=1C=C(C#N)C=CC1)=O)C)=O)C (3-(6-(2-mercaptoethyl)-1,3-dimethyl-2,4-dioxo-2,3,4,6-tetrahydro-1H-pyrrolo[3,4-d]pyrimidin-5-yl)benzonitrile), ClC1=CC=C(O1)C=O (5-chlorofuran-2-carbaldehyde). The solvent is CCOC(=O)C (EtOAc), C1(=CC=CC=C1)C (toluene). Reaction conditions: temperature 100 celsius. Product: ClC1=CC=C(O1)C1SCCN2C1=C1C(=C2C=2C=C(C#N)C=CC2)C(N(C(N1C)=O)C)=O (3-(10-(5-Chlorofuran-2-yl)-1,3-dimethyl-2,4-dioxo-2,3,4,7,8,10-hexahydro-1H-pyrimido[4′,5′:3,4]pyrrolo[2,1-c][1,4]thiazin-5-yl)benzonitrile). RXN SMILES: [SH:1][CH2:2][CH2:3][N:4]1[C:12]([C:13]2[CH:14]=[C:15]([CH:18]=[CH:19][CH:20]=2)[C:16]#[N:17])=[C:11]2[C:6]([N:7]([CH3:24])[C:8](=[O:23])[N:9]([CH3:22])[C:10]2=[O:21])=[CH:5]1.[Cl:25][C:26]1[O:30][C:29]([CH:31]=O)=[CH:28][CH:27]=1.[O-]S(C(F)(F)F)(=O)=O.[Bi+3].[O-]S(C(F)(F)F)(=O)=O.[O-]S(C(F)(F)F)(=O)=O.C(OCC)C>C1(C)C=CC=CC=1.CCOC(C)=O>[Cl:25][C:26]1[O:30][C:29]([CH:31]2[C:5]3=[C:6]4[N:7]([CH3:24])[C:8](=[O:23])[N:9]([CH3:22])[C:10](=[O:21])[C:11]4=[C:12]([C:13]4[CH:14]=[C:15]([CH:18]=[CH:19][CH:20]=4)[C:16]#[N:17])[N:4]3[CH2:3][CH2:2][S:1]2)=[CH:28][CH:27]=1 |f:2.3.4.5|. Reported procedure: A suspension comprising 3-(6-(2-mercaptoethyl)-1,3-dimethyl-2,4-dioxo-2,3,4,6-tetrahydro-1H-pyrrolo[3,4-d]pyrimidin-5-yl)benzonitrile (Intermediate G) (150 mg, 0.441 mmol), 5-chlorofuran-2-carbaldehyde (57.5 mg, 0.441 mmol) and bismuth triflate (28.9 mg, 0.044 mmol) in toluene (5 ml) was heated to 100° C. for 10 min using microwave radiation. After cooling to RT, the reaction mixture was diluted with EtOAc (25 ml) and washed with water. The layers were separated and the aqueous extracted with Et... Reactants: N1CCCC2=CC=C(C=C12)NC(=O)C1=CC=C(C=C1)C1=CC=CC=C1 (N-(1,2,3,4-Tetrahydroquinolin-7-yl)-1,1′-biphenyl-4-carboxamide), BrCCC(=O)OC (methyl 3-bromopropionate). Yields the product COC(=O)CCN1CCCC2=CC=C(C=C12)NC(=O)C1=CC=C(C=C1)C1=CC=CC=C1 (N-[1-(2-Methoxycarbonylethyl)-1,2,3,4-tetrahydroquinolin-7-yl]-1,1′-biphenyl-4-carboxamide). Reaction SMILES: [NH:1]1[C:10]2[C:5](=[CH:6][CH:7]=[C:8]([NH:11][C:12]([C:14]3[CH:19]=[CH:18][C:17]([C:20]4[CH:25]=[CH:24][CH:23]=[CH:22][CH:21]=4)=[CH:16][CH:15]=3)=[O:13])[CH:9]=2)[CH2:4][CH2:3][CH2:2]1.Br[CH2:27][CH2:28][C:29]([O:31][CH3:32])=[O:30]>>[CH3:32][O:31][C:29]([CH2:28][CH2:27][N:1]1[C:10]2[C:5](=[CH:6][CH:7]=[C:8]([NH:11][C:12]([C:14]3[CH:19]=[CH:18][C:17]([C:20]4[CH:21]=[CH:22][CH:23]=[CH:24][CH:25]=4)=[CH:16][CH:15]=3)=[O:13])[CH:9]=2)[CH2:4][CH2:3][CH2:2]1)=[O:30]. Procedure: Using the procedure outlined in Example 29, the title compound was prepared from N-(1,2,3,4-tetrahydroquinolin-7-yl)-1,1′-biphenyl-4-carboxamide (Example 24) (66 mg, 0.2 mmol) and methyl 3-bromopropionate (264 ul, 2.4 mmol) as a yellow gum. 1H NMR (400 MHz, CDCl3) δ (ppm): 7.94 (d, 2H), 7.76 (br, 1H), 7.70 (d, 2H), 7.63 (d, 2H), 7.48 (t, 2H), 7.40 (t, 1H), 7.04 (d, 1H), 6.93 (d, 1H), 6.79 (dd, 1H), 3.69 (s, 3H), 3.65 (t, 2H), 3.31 (m, 2H), 2.72 (t, 2H), 2.67 (t, 2H), 1.93 (m, 2H).